describe an organic reaction: reactants, conditions, products, and yield From a dataset of the Open Reaction Database (ORD), a public repository of structured organic reaction records. Reactants: SC=1SC(=NN1)SC1C(=O)OC(C1)=O (2-(2-mercapto-1,3,4-thiadiazol-5-ylthio)-succinic anhydride), C(CCCCCCCCCCCC)O (tridecyl alcohol), C1(=CC=C(C=C1)S(=O)(=O)O)C (p-toluene sulfonic acid), C1(=CC=CC=C1)C (toluene). Solvent: O (water). Product: SC=1SC(=NN1)SC(C(=O)OCCCCCCCCCCCCC)CC(=O)OCCCCCCCCCCCCC (ditridecyl 2-(2-mercapto-1,3,4-thiadiazol-5-ylthio)-succinate). As a reaction SMILES: [SH:1][C:2]1[S:3][C:4]([S:7][CH:8]2[CH2:13][C:12](=[O:14])[O:11][C:9]2=[O:10])=[N:5][N:6]=1.[CH2:15]([OH:28])[CH2:16][CH2:17][CH2:18][CH2:19][CH2:20][CH2:21][CH2:22][CH2:23][CH2:24][CH2:25][CH2:26][CH3:27].[C:29]1([CH3:39])[CH:34]=[CH:33][C:32](S(O)(=O)=O)=[CH:31][CH:30]=1.[C:40]1(C)[CH:45]=[CH:44][CH:43]=[CH:42][CH:41]=1>O>[SH:1][C:2]1[S:3][C:4]([S:7][CH:8]([CH2:13][C:12]([O:11][CH2:44][CH2:45][CH2:40][CH2:41][CH2:42][CH2:43][CH2:30][CH2:31][CH2:32][CH2:33][CH2:34][CH2:29][CH3:39])=[O:14])[C:9]([O:28][CH2:15][CH2:16][CH2:17][CH2:18][CH2:19][CH2:20][CH2:21][CH2:22][CH2:23][CH2:24][CH2:25][CH2:26][CH3:27])=[O:10])=[N:5][N:6]=1. Reported procedure: A mixture of 99.2 grams (0.4 moles) of 2-(2-mercapto-1,3,4-thiadiazol-5-ylthio)-succinic anhydride, 160 grams (0.8 moles) of tridecyl alcohol and 0.2 grams of p-toluene sulfonic acid in 800 ml. of toluene was refluxed for 18 hours. This reaction was monitored by means of the amount of water collected in a Dean-Stark trap attached to the refluxing condenser. After distilling off the solvent, attempt was made to distill off the reaction product without success. The reaction product was a viscous o... Starting materials: ClCOC(CNCC(=O)OC(C)(C)C)=O (Chloromethyl(tert-butoxycarbonylmethylamino)acetate), C([O-])(O)=O.[Na+] (sodium bicarbonate), [I-].[Na+] (Sodium iodide), [H-].[Na+] (sodium hydride), FC1=C2C(C(=CNC2=C(C=C1)OCCC)C1=CC=C(C=C1)OC)=O (5-fluoro-3-(4-methoxyphenyl)-8-propoxy-1H-quinolin-4-one), CN(C)C=O (DMF). Procedure: Sodium iodide (1.4 g, 0.9 mmol) and sodium hydride (60% oil base, 220 mg, 5.5 mmol) were added to a DMF solution (15 ml) of 5-fluoro-3-(4-methoxyphenyl)-8-propoxy-1H-quinolin-4-one (1.0 g, 3.0 mmol) and stirred at room temperature for 10 minutes. Chloromethyl(tert-butoxycarbonylmethylamino)acetate (2.52 g, 10.6 mmol) was added to the reaction mixture while ice-cooling, and then the mixture was stirred at room temperature for 3 hours. An aqueous sodium bicarbonate solution was added to the reacti... Conditions: time 10 minute. Product: C(C)(=O)ON(CC(=O)OC(C)(C)C)CN1C=C(C(C2=C(C=CC(=C12)OCCC)F)=O)C1=CC=C(C=C1)OC (5-fluoro-3-(4-methoxyphenyl)-4-oxo-8-propoxy-4H-quinolin-1-ylmethyl(tert-butoxycarbonyl methylamino) acetate). The yield is 18.0%. Reaction SMILES: [I-].[Na+].[H-].[Na+].[F:5][C:6]1[CH:15]=[CH:14][C:13]([O:16][CH2:17][CH2:18][CH3:19])=[C:12]2[C:7]=1[C:8](=[O:28])[C:9]([C:20]1[CH:25]=[CH:24][C:23]([O:26][CH3:27])=[CH:22][CH:21]=1)=[CH:10][NH:11]2.ClCOC(=O)[CH2:33][NH:34][CH2:35][C:36]([O:38][C:39]([CH3:42])([CH3:41])[CH3:40])=[O:37].[C:44](=[O:47])(O)[O-:45].[Na+].[CH3:49]N(C=O)C>>[C:44]([O:45][N:34]([CH2:33][N:11]1[C:12]2[C:7](=[C:6]([F:5])[CH:15]=[CH:14][C:13]=2[O:16][CH2:17][CH2:18][CH3:19])[C:8](=[O:28])[C:9]([C:20]2[CH:21]=[CH:22][C:23]([O:26][CH3:27])=[CH:24][CH:25]=2)=[CH:10]1)[CH2:35][C:36]([O:38][C:39]([CH3:40])([CH3:41])[CH3:42])=[O:37])(=[O:47])[CH3:49] |f:0.1,2.3,6.7|. Reactants: C(C)(C)(C)OC(CNCCN1C(=O)NC(=O)C(C)=C1)=O (N-[2-(Thymin-1-yl)ethyl]-glycine tert-butyl ester), C1(=CC=CC=2C3=CC=CC=C3CC12)COC(=O)NCC(=O)O (N-(fluorenylmethyloxycarbonyl)glycine), C1(CCCCC1)N=C=NC1CCCCC1 (N,N'-Dicyclohexylcarbodiimide). Solvent: CN(C=O)C (N,N-dimethylformamide). Run at time 21 hour. Yields the product C(C)(C)(C)OC(CN(CCN1C(=O)NC(=O)C(C)=C1)C(CNC(=O)OCC1=CC=CC=2C3=CC=CC=C3CC12)=O)=O (N-[N'-(Fluorenylmethyloxycarbonyl)glycyl]-N-[2-(thymin-1-yl)ethyl]-glycine tert-butyl ester). RXN SMILES: [C:1]([O:5][C:6](=[O:20])[CH2:7][NH:8][CH2:9][CH2:10][N:11]1[CH:19]=[C:17]([CH3:18])[C:15](=[O:16])[NH:14][C:12]1=[O:13])([CH3:4])([CH3:3])[CH3:2].[C:21]1([CH2:34][O:35][C:36]([NH:38][CH2:39][C:40](O)=[O:41])=[O:37])[C:33]2[CH2:32][C:31]3[C:26](=[CH:27][CH:28]=[CH:29][CH:30]=3)[C:25]=2[CH:24]=[CH:23][CH:22]=1.C1(N=C=NC2CCCCC2)CCCCC1>CN(C)C=O>[C:1]([O:5][C:6](=[O:20])[CH2:7][N:8]([C:40](=[O:41])[CH2:39][NH:38][C:36]([O:35][CH2:34][C:21]1[C:33]2[CH2:32][C:31]3[C:26](=[CH:27][CH:28]=[CH:29][CH:30]=3)[C:25]=2[CH:24]=[CH:23][CH:22]=1)=[O:37])[CH2:9][CH2:10][N:11]1[CH:19]=[C:17]([CH3:18])[C:15](=[O:16])[NH:14][C:12]1=[O:13])([CH3:4])([CH3:2])[CH3:3]. Procedure details: The product from Example 8 (3.78 g; 13 mmol) and N-(fluorenylmethyloxycarbonyl)glycine (5.9 g; 20 mmol) are dissolved in anhydrous N,N-dimethylformamide (160 ml) under a protective atmosphere of argon gas. N,N'-Dicyclohexylcarbodiimide (4.11 g; 20 mmol) is added in portions at 0° C. The mixture is stirred at room temperature for 21 h and the solid which has precipitated is subsequently filtered off with suction. The solution is then concentrated in vacuo, and subsequently distilled repeatedly wi... Starting materials: CC(=O)O, CC(O)CCl, Oc1ccc(Cl)cc1, [H-], [I-], [K+], [Na+], C1CCOC1. The product is CC(O)COc1ccc(Cl)cc1. Reaction SMILES: [CH3:23][C:24](=[O:25])[OH:26].[Cl:13][CH2:14][CH:15]([CH3:16])[OH:17].[Cl:1][c:2]1[cH:3][cH:4][c:5]([OH:8])[cH:6][cH:7]1.[H-:9].[I-:12].[K+:11].[Na+:10].[O:18]1[CH2:19][CH2:20][CH2:21][CH2:22]1>>[Cl:1][c:2]1[cH:3][cH:4][c:5]([O:8][CH2:14][CH:15]([CH3:16])[OH:17])[cH:6][cH:7]1. Starting materials: [N+](=O)([O-])[O-].[Na+] (sodium nitrate), S(=O)=O (sulfur dioxide), cuprous chloride, C(C)(=O)C=1C=C(N)C=C(C1)C(C)=O (3,5-diacetylaniline), Cl (hydrochloric acid). The solvent is O (water), O (water), C(C)(=O)O (acetic acid), C(C)(=O)O (acetic acid). Conditions: time 20 minute. The product is C(C)(=O)C=1C=C(C=C(C1)C(C)=O)S(=O)(=O)N (3.5-Diacetylbenzenesulfonamide). Reaction SMILES: [C:1]([C:4]1[CH:5]=[C:6]([CH:8]=[C:9]([C:11](=[O:13])[CH3:12])[CH:10]=1)N)(=[O:3])[CH3:2].Cl.[N+:15]([O-])([O-])=O.[Na+].[S:20](=[O:22])=[O:21]>C(O)(=O)C.O>[C:1]([C:4]1[CH:5]=[C:6]([S:20]([NH2:15])(=[O:22])=[O:21])[CH:8]=[C:9]([C:11](=[O:13])[CH3:12])[CH:10]=1)(=[O:3])[CH3:2] |f:2.3|. Reported procedure: To a stirred solution of 3,5-diacetylaniline (3.00 grams) in a mixture of acetic acid (17 (mL) and hydrochloric acid (5.7mL) was added a solution of sodium nitrate (1.27 grams) in 2.1 mL of water. The solution was stirred for 20 minutes. 14 mL of acetic acid was saturated with sulfur dioxide gas, and this mixture was added to the reaction, followed by cuprous chloride (0.63 grams). Significant foaming occurred. The reaction mixture was stirred for one hour, diluted with water, and extracted with... The reactants are [OH-].[K+] (potassium hydroxide), C(C)(C)(C)C1=C(C=CC(=C1)C(C)(C)C)O (2,4-di-tert.butylphenol), O (water), O (water). The solvent is C1(=CC=CC=C1)C (toluene). Product: C(C)(C)(C)C1=C(C=CC(=C1)C(C)(C)C)[O-].[K+] (potassium 2,4-di-tert. butylphenolate). As a reaction SMILES: [OH-].[K+:2].[C:3]([C:7]1[CH:12]=[C:11]([C:13]([CH3:16])([CH3:15])[CH3:14])[CH:10]=[CH:9][C:8]=1[OH:17])([CH3:6])([CH3:5])[CH3:4].O>C1(C)C=CC=CC=1>[C:3]([C:7]1[CH:12]=[C:11]([C:13]([CH3:16])([CH3:15])[CH3:14])[CH:10]=[CH:9][C:8]=1[O-:17])([CH3:6])([CH3:5])[CH3:4].[K+:2] |f:0.1,5.6|. Procedure: 4.85 grams of 46.3% aqueous potassium hydroxide was added to a solution of 8.24 grams of 2,4-di-tert.butylphenol in 250 ml of toluene and heated at reflux over a period of about 2 hours until all the water including reaction water was removed by azeotropic distillation yielding a dispersion of the potassium 2,4-di-tert. butylphenolate in toluene. To this dispersion at -5° C. was added a solution of 21.7 grams of the compound of Example 1 in 60 ml of toluene at -5° to -3° C. over a period of 25 m... Reactants: CCCN, O=C(c1ccccc1Cl)c1ccccc1-n1c(Cl)nnc1CN1C(=O)c2ccccc2C1=O. Yields the product Clc1ccccc1C1=NCc2nnc(Cl)n2-c2ccccc21. Reaction SMILES: [CH3:34][CH2:35][CH2:36][NH2:37].[Cl:1][c:2]1[n:3][n:4][c:5]([CH2:22][N:23]2[C:24](=[O:25])[c:26]3[cH:27][cH:28][cH:29][cH:30][c:31]3[C:32]2=[O:33])[n:6]1-[c:7]1[c:8]([C:9](=[O:10])[c:11]2[c:12]([Cl:17])[cH:13][cH:14][cH:15][cH:16]2)[cH:18][cH:19][cH:20][cH:21]1>>[Cl:1][c:2]1[n:3][n:4][c:5]2[n:6]1-[c:7]1[c:8]([cH:18][cH:19][cH:20][cH:21]1)[C:9]([c:11]1[c:12]([Cl:17])[cH:13][cH:14][cH:15][cH:16]1)=[N:23][CH2:22]2.